Dataset: the Open Reaction Database (ORD), a public repository of structured organic reaction records. Task: describe an organic reaction: reactants, conditions, products, and yield The reactants are N12CC(C(CC1)CC2)O (3-quinuclidinol), N12CC(C(CC1)CC2)O (3-quinuclidinol), N12C(CC(CC1)CC2)O (quinuclidinol), C(C=C)(=O)O (acrylic acid). Solvent: ClCCl (dichloromethane), ClCCl (dichloromethane), ClCCl (dichloromethane), C(C)(=O)OCC (ethyl acetate). Product: C(=O)([O-])CC[N+]12CCC(CC1)CC2 (1-(2-carboxylatoethyl)-1-azabicyclo[2.2.2]octan-1-ium). Isolated yield 86.3%. As a reaction SMILES: [N:1]12[CH2:8][CH2:7][CH:4]([CH2:5][CH2:6]1)[CH:3](O)[CH2:2]2.N12CCC(CC1)CC2O.[C:19]([OH:23])(=[O:22])[CH:20]=[CH2:21]>ClCCl.C(OCC)(=O)C>[C:19]([CH2:20][CH2:21][N+:1]12[CH2:8][CH2:7][CH:4]([CH2:5][CH2:6]1)[CH2:3][CH2:2]2)([O-:23])=[O:22]. Reported procedure: 1.91 grams of 3-quinuclidinol was added to a 100 mL round bottom flask containing a stir bar. 50 mL of dichloromethane was added to the flask and the mixture stirred to dissolve the quinuclidinol. 1.08 grams of acrylic acid was dissolved in 8 mL of dichloromethane in a test tube and then added dropwise to the solution of 3-quinuclidinol with stirring. The mixture was allowed to stir for 48 hours at room temperature during which time about half of the dichloromethane evaporated leaving a white sl... Procedure: First, N-(tert-butoxycarbonyl)-N-methyl-L-valyl-N-[(3R,4S,5S)-3-methoxy-1-{(2S)-2-[(1R,2R)-1-methoxy-3-{[(2S,3E)-4-[4-(methoxycarbonyl)phenyl]-1-phenylbut-3-en-2-yl}amino)-2-methyl-3-oxopropyl]pyrrolidin-1-yl}-5-methyl-1-oxoheptan-4-yl]-N-methyl-L-valinamide was synthesized by analogy with the synthesis of intermediate 17 by reacting 20 mg (29 μmol) N-(tert-butoxycarbonyl)-N-methyl-L-valyl-N-[(3R,4S,5S)-1-{(2S)-2-[(1R,2R)-2-carboxy-1-methoxypropyl]pyrrolidin-1-yl}-3-methoxy-5-methyl-1-oxoheptan-... Yields the product C(C)(C)(C)OC(=O)N([C@@H](C(C)C)C(=O)N[C@@H](C(C)C)C(=O)N(C)[C@H]([C@@H](CC(=O)N1[C@@H](CCC1)[C@@H]([C@H](C(=O)N[C@@H](CC1=CC=CC=C1)\C=C\C1=CC=C(C=C1)C(=O)OC)C)OC)OC)[C@H](CC)C)C (N-(tert-butoxycarbonyl)-N-methyl-L-valyl-N-[(3R,4S,5S)-3-methoxy-1-{(2S)-2-[(1R,2R)-1-methoxy-3-{[(2S,3E)-4-[4-(methoxycarbonyl)phenyl]-1-phenylbut-3-en-2-yl}amino)-2-methyl-3-oxopropyl]pyrrolidin-1-yl}-5-methyl-1-oxoheptan-4-yl]-N-methyl-L-valinamide). The reactants are intermediate 17, FC(C(=O)O)(F)F.COC(C1=CC=C(C=C1)\C=C\[C@H](CC1=CC=CC=C1)N)=O (methyl-4-[(1E,3S)-3-amino-4-phenylbut-1-en-1-yl]benzoate trifluoroacetic acid), FC(C(=O)O)(F)F.COC(C1=CC=C(C=C1)\C=C\[C@H](CC1=CC=CC=C1)N)=O (methyl-4-[(1E,3S)-3-amino-4-phenylbut-1-en-1-yl]benzoate trifluoroacetic acid), C(C)(C)(C)OC(=O)N([C@@H](C(C)C)C(=O)N[C@@H](C(C)C)C(=O)N(C)[C@H]([C@@H](CC(=O)N1[C@@H](CCC1)[C@@H]([C@@H](C)C(=O)O)OC)OC)[C@H](CC)C)C (N-(tert-butoxycarbonyl)-N-methyl-L-valyl-N-[(3R,4S,5S)-1-{(2S)-2-[(1R,2R)-2-carboxy-1-methoxypropyl]pyrrolidin-1-yl}-3-methoxy-5-methyl-1-oxoheptan-4-yl]-N-methyl-L-valinamide), C(C)(C)(C)OC(=O)N([C@@H](C(C)C)C(=O)N[C@@H](C(C)C)C(=O)N(C)[C@H]([C@@H](CC(=O)N1[C@@H](CCC1)[C@@H]([C@@H](C)C(=O)O)OC)OC)[C@H](CC)C)C (N-(tert-butoxycarbonyl)-N-methyl-L-valyl-N-[(3R,4S,5S)-1-{(2S)-2-[(1R,2R)-2-carboxy-1-methoxypropyl]pyrrolidin-1-yl}-3-methoxy-5-methyl-1-oxoheptan-4-yl]-N-methyl-L-valinamide). RXN SMILES: [C:1]([O:5][C:6]([N:8]([CH3:48])[C@H:9]([C:13]([NH:15][C@H:16]([C:20]([N:22]([C@@H:24]([C@@H:44]([CH3:47])[CH2:45][CH3:46])[C@H:25]([O:42][CH3:43])[CH2:26][C:27]([N:29]1[CH2:33][CH2:32][CH2:31][C@H:30]1[C@H:34]([O:40][CH3:41])[C@H:35]([C:37](O)=[O:38])[CH3:36])=[O:28])[CH3:23])=[O:21])[CH:17]([CH3:19])[CH3:18])=[O:14])[CH:10]([CH3:12])[CH3:11])=[O:7])([CH3:4])([CH3:3])[CH3:2].FC(F)(F)C(O)=O.[CH3:56][O:57][C:58](=[O:76])[C:59]1[CH:64]=[CH:63][C:62](/[CH:65]=[CH:66]/[C@@H:67]([NH2:75])[CH2:68][C:69]2[CH:74]=[CH:73][CH:72]=[CH:71][CH:70]=2)=[CH:61][CH:60]=1>>[C:1]([O:5][C:6]([N:8]([CH3:48])[C@H:9]([C:13]([NH:15][C@H:16]([C:20]([N:22]([C@@H:24]([C@@H:44]([CH3:47])[CH2:45][CH3:46])[C@H:25]([O:42][CH3:43])[CH2:26][C:27]([N:29]1[CH2:33][CH2:32][CH2:31][C@H:30]1[C@H:34]([O:40][CH3:41])[C@@H:35]([CH3:36])[C:37]([NH:75][C@H:67](/[CH:66]=[CH:65]/[C:62]1[CH:61]=[CH:60][C:59]([C:58]([O:57][CH3:56])=[O:76])=[CH:64][CH:63]=1)[CH2:68][C:69]1[CH:70]=[CH:71][CH:72]=[CH:73][CH:74]=1)=[O:38])=[O:28])[CH3:23])=[O:21])[CH:17]([CH3:19])[CH3:18])=[O:14])[CH:10]([CH3:11])[CH3:12])=[O:7])([CH3:2])([CH3:4])[CH3:3] |f:1.2|. Starting materials: O (water), C([O-])([O-])=O.[K+].[K+] (potassium carbonate), C(C1=CC=CC=C1)Br (benzylbromide), CC1=NNC=C1C(=O)OC (Methyl 3-methyl-1H-pyrazole-4-carboxylate). The solvent is CN(C=O)C (dimethylformamide). Reaction conditions: time 8 hour. The product is C(C1=CC=CC=C1)N1N=C(C(=C1)C(=O)OC)C (methyl 1-benzyl-3-methyl-1H-pyrazole-4-carboxylate). Isolated yield 71.0%. Reaction SMILES: [CH3:1][C:2]1[C:6]([C:7]([O:9][CH3:10])=[O:8])=[CH:5][NH:4][N:3]=1.C(=O)([O-])[O-].[K+].[K+].[CH2:17](Br)[C:18]1[CH:23]=[CH:22][CH:21]=[CH:20][CH:19]=1.O>CN(C)C=O>[CH2:17]([N:4]1[CH:5]=[C:6]([C:7]([O:9][CH3:10])=[O:8])[C:2]([CH3:1])=[N:3]1)[C:18]1[CH:23]=[CH:22][CH:21]=[CH:20][CH:19]=1 |f:1.2.3|. Procedure: Methyl 3-methyl-1H-pyrazole-4-carboxylate (5.1 g) synthesized in Example 1(3) was dissolved in dimethylformamide (50 mL), potassium carbonate (5.3 g) and benzylbromide (4.6 mL) were added to at room temperature, and the mixture was stirred overnight. The reaction mixture was poured into water, and the mixture was extracted with diethyl ether. The extract was concentrated under reduced pressure, and the residue was purified by silica gel column chromatography (ethyl acetate:hexane=1:4, volume rat... The reactants are C(C)(C)N1N=C(N=C1)O (1-isopropyl-3-hydroxy-1,2,4-triazole), ClCl (chlorine). The solvent is alcohol, C(C)N(CC)CC (triethylamine). The product is C(C)(C)N1N=C(N=C1Cl)O (1-isopropyl-5-chloro-3-hydroxy-1,2,4-triazole). Reaction SMILES: [CH:1]([N:4]1[CH:8]=[N:7][C:6]([OH:9])=[N:5]1)([CH3:3])[CH3:2].[Cl:10]Cl>C(N(CC)CC)C>[CH:1]([N:4]1[C:8]([Cl:10])=[N:7][C:6]([OH:9])=[N:5]1)([CH3:3])[CH3:2]. Procedure details: 127 g of 1-isopropyl-3-hydroxy-1,2,4-triazole and 276 ml of triethylamine are dissolved in 1200 ml of absolute alcohol. The solution turns cloudy yellow. While cooling (26° to 30°C), 106.5 g of chlorine (dried by concentrated sulphuric acid) are passed in within 30 minutes. In the process, the yellow solution initially becomes clear. Subsequently triethylamine hydrochloride precipitates as crystalline product, which is filtered off after stirring for 1 further hour. The filtrate is concentrated ... The reactants are ClCC(=O)OC (methyl chloroacetate), S(=O)([O-])[O-].[Na+].[Na+] (sodium sulfite). Run in O (water). Reaction conditions: time 56 hour. The product is COC(=O)CS(=O)(=O)[O-].[Na+] (sodium methoxycarbonylmethylsulfonate salt). Reaction SMILES: Cl[CH2:2][C:3]([O:5][CH3:6])=[O:4].[S:7]([O-:10])([O-:9])=[O:8].[Na+:11].[Na+]>O>[CH3:6][O:5][C:3]([CH2:2][S:7]([O-:10])(=[O:9])=[O:8])=[O:4].[Na+:11] |f:1.2.3,5.6|. Procedure details: A slurry of 217 g (2 mols) methyl chloroacetate and 252 g (2 mols) sodium sulfite in 500 ml water was stirred and heated under reflux for about 2 hours. The resulting solution was allowed to stand at about 25° C. for 56 hours and then evaporated under reduced pressure to give solid residue. The residue was washed with acetone and dried under vacuum at 80°-90° C. to give crude sodium methoxycarbonylmethylsulfonate salt. Conditions: temperature 10 celsius, time 2 hour. Reported procedure: A solution of 125 g of nitric acid in 153 g of sulfuric acid which had been prepared with ice-cooling at (−5)° C. was added dropwise to a solution of 262.5 g (1.5 mol) of 2,4-dichlorobenzaldehyde in 560 ml of sulfuric acid. After the reaction mixture had been stirred for 2 hours at 10° C., it was poured onto 4 kg of ice. The resulting solids were subsequently separated off, washed with water and dissolved in 2 l of dichloromethane. The resulting solution was washed with saturated aqueous sodium ... RXN SMILES: [N+:1]([O-:4])(O)=[O:2].[Cl:5][C:6]1[CH:13]=[C:12]([Cl:14])[CH:11]=[CH:10][C:7]=1[CH:8]=[O:9]>S(=O)(=O)(O)O>[Cl:5][C:6]1[CH:13]=[C:12]([Cl:14])[C:11]([N+:1]([O-:4])=[O:2])=[CH:10][C:7]=1[CH:8]=[O:9]. The reactants are ClC1=C(C=O)C=CC(=C1)Cl (2,4-dichlorobenzaldehyde), [N+](=O)(O)[O-] (nitric acid), ice. Yields the product ClC1=C(C=O)C=C(C(=C1)Cl)[N+](=O)[O-] (2,4-Dichloro-5-nitrobenzaldehyde). The solvent is S(O)(O)(=O)=O (sulfuric acid), S(O)(O)(=O)=O (sulfuric acid). The reactants are CC(C)CC(=O)Cl, ClCCl, ClCCCl, O, CCOC(=O)c1cccc(NC(=O)NC2CNc3ccc(C)cc3N(CC(=O)c3ccccc3C)C2=O)c1, c1ccncc1. The product is CCOC(=O)c1cccc(NC(=O)NC2CN(C(=O)CC(C)C)c3ccc(C)cc3N(CC(=O)c3ccccc3C)C2=O)c1. RXN SMILES: [C:39]([CH2:40][CH:41]([CH3:42])[CH3:43])(=[O:44])[Cl:45].[CH2:57]([Cl:58])[Cl:59].[Cl:53][CH2:54][CH2:55][Cl:56].[OH2:52].[c:1]1([CH3:38])[c:2]([C:7](=[O:8])[CH2:9][N:10]2[C:11](=[O:37])[CH:12]([NH:22][C:23](=[O:24])[NH:25][c:26]3[cH:27][c:28]([C:32](=[O:33])[O:34][CH2:35][CH3:36])[cH:29][cH:30][cH:31]3)[CH2:13][NH:14][c:15]3[c:16]2[cH:17][c:18]([CH3:21])[cH:19][cH:20]3)[cH:3][cH:4][cH:5][cH:6]1.[cH:46]1[cH:47][cH:48][n:49][cH:50][cH:51]1>>[c:1]1([CH3:38])[c:2]([C:7](=[O:8])[CH2:9][N:10]2[C:11](=[O:37])[CH:12]([NH:22][C:23](=[O:24])[NH:25][c:26]3[cH:27][c:28]([C:32](=[O:33])[O:34][CH2:35][CH3:36])[cH:29][cH:30][cH:31]3)[CH2:13][N:14]([C:39]([CH2:40][CH:41]([CH3:42])[CH3:43])=[O:44])[c:15]3[c:16]2[cH:17][c:18]([CH3:21])[cH:19][cH:20]3)[cH:3][cH:4][cH:5][cH:6]1. Reaction SMILES: [Mg].II.CON(C)[C:7](=[O:19])[CH2:8][CH2:9][CH2:10][NH:11][C:12](=[O:18])[O:13][C:14]([CH3:17])([CH3:16])[CH3:15].[Cl-].[NH4+]>C1COCC1.BrCCC=C>[O:19]=[C:7]([CH2:10][CH2:9][CH:8]=[CH2:7])[CH2:8][CH2:9][CH2:10][NH:11][C:12](=[O:18])[O:13][C:14]([CH3:15])([CH3:16])[CH3:17] |f:3.4|. Run in C1CCOC1 (THF), C1CCOC1 (THF), C1CCOC1 (THF). Procedure: While under an atmosphere of nitrogen, a flame-dried round-bottomed flask was charged with magnesium (3.95 g, 0.162 mol) a small crystal of I2 and just enough dry THF to cover the magnesium. The mixture was heated to reflux until the color dissipated (about 10 min.). Next, a solution of 4-bromo-1-butene (16.4 mL, 0.162 mmol) in dry THF (70 mL) was added and heating was continued for 10 min. After cooling to room temperature, the newly formed Grignard reagent was then added to a ice-cooled soluti... Yields the product O=C(CCCNC(OC(C)(C)C)=O)CCC=C (tert-butyl 4-oxooct-7-enylcarbamate). Starting materials: CON(C(CCCNC(OC(C)(C)C)=O)=O)C (tert-butyl 4-(methoxy(methyl)amino)-4-oxobutylcarbamate), [Cl-].[NH4+] (ammonium chloride), Grignard reagent, ice, [Mg] (magnesium), [Mg] (magnesium), II (I2). Reagents/catalysts: BrCCC=C (4-bromo-1-butene). Run at time 10 minute. Isolated yield 122.1%. Starting materials: CC[C@@]1(C2=C(COC1=O)C(=O)N3CC=4C=C5C=CC=CC5=NC4C3=C2)O (Camptothecin), C(C)=O (acetaldehyde), S(O)(O)(=O)=O (sulfuric acid), aqueous solution, C(C)(C)(C)OO (t-butylhydroperoxide). Reagents/catalysts: O.O.O.O.O.O.O.S(=O)(=O)([O-])[O-].[Fe+2] (iron sulfate heptahydrate). Run in O (water), FC(C(=O)O)(F)F (trifluoroacetic acid), O (water), C(C)(=O)O (acetic acid), O (water). The product is CC[C@@]1(C2=C(COC1=O)C(=O)N3CC4=C(C=5C=CC=CC5N=C4C3=C2)C(=O)C)O (7-Acetyl Camptothecin). Yield: 75.0%. RXN SMILES: [CH3:1][CH2:2][C@@:3]1([OH:26])[C:8](=[O:9])[O:7][CH2:6][C:5]2[C:10]([N:12]3[C:24](=[CH:25][C:4]1=2)[C:23]1[N:22]=[C:21]2[C:16]([CH:17]=[CH:18][CH:19]=[CH:20]2)=[CH:15][C:14]=1[CH2:13]3)=[O:11].[CH:27](=[O:29])[CH3:28].S(=O)(=O)(O)O.C(OO)(C)(C)C>FC(F)(F)C(O)=O.O.O.O.O.O.O.O.O.S([O-])([O-])(=O)=O.[Fe+2].C(O)(=O)C>[CH3:1][CH2:2][C@@:3]1([OH:26])[C:8](=[O:9])[O:7][CH2:6][C:5]2[C:10]([N:12]3[C:24](=[CH:25][C:4]1=2)[C:23]1[C:14](=[C:15]([C:27]([CH3:28])=[O:29])[C:16]2[CH:17]=[CH:18][CH:19]=[CH:20][C:21]=2[N:22]=1)[CH2:13]3)=[O:11] |f:6.7.8.9.10.11.12.13.14|. Procedure: Camptothecin (5 g, 14.36 mmols) was dissolved in trifluoroacetic acid: acetic acid (60 mL; ratio, 1:1) and added deionized water (15 mL) and freshly distilled acetaldehyde (20 mL; excess) followed by dropwise addition of concentrated sulfuric acid (5 mL) at 0° C. using an ice bath over a period of 15 min. To the above stirred reaction medium is then introduced 70% aqueous solution of t-butylhydroperoxide (3 mL) followed by iron sulfate heptahydrate (7.8 g, 28 mmol) in 1 mL water. The reaction mi... Run at time 15 minute. Reaction SMILES: [CH3:1][O:2][C:3](=[O:16])[C:4]1[CH:9]=[CH:8][C:7](I)=[C:6]([O:11][CH2:12][C:13]([CH3:15])=[CH2:14])[CH:5]=1.C(=O)([O-])[O-].[K+].[K+].[C:23]1(B(O)O)[C:32]2[C:27](=[CH:28][CH:29]=[CH:30][CH:31]=2)[CH:26]=[CH:25][CH:24]=1>CN(C=O)C.[Cl-].C([N+](CCCC)(CCCC)CCCC)CCC.C([O-])(=O)C.[Pd+2].C([O-])(=O)C>[CH3:1][O:2][C:3]([C:4]1[CH:9]=[CH:8][C:7]2[C:13]([CH3:15])([CH2:14][C:31]3[C:32]4[C:27](=[CH:26][CH:25]=[CH:24][CH:23]=4)[CH:28]=[CH:29][CH:30]=3)[CH2:12][O:11][C:6]=2[CH:5]=1)=[O:16] |f:1.2.3,6.7,8.9.10|. The solvent is CN(C)C=O (DMF), CN(C)C=O (DMF). The product is COC(=O)C1=CC2=C(C(CO2)(CC2=CC=CC3=CC=CC=C23)C)C=C1 (3-Methyl-3-naphthalen-1-ylmethyl-2,3-dihydro-benzofuran-6-carboxylic acid methyl ester). The yield is 43.0%. The reactants are COC(C1=CC(=C(C=C1)I)OCC(=C)C)=O (4-Iodo-3-(2-methyl-allyloxy)-benzoic acid methyl ester), C([O-])([O-])=O.[K+].[K+] (Potassium carbonate), C1(=CC=CC2=CC=CC=C12)B(O)O (1-Naphthylboronic acid). Procedure details: A solution of 4-Iodo-3-(2-methyl-allyloxy)-benzoic acid methyl ester (455 mg, 1.37 mmol) in DMF (15 mL) were added Potassium carbonate (379 mg, 2.74 mmol), Tetrabutylammonium chloride (380 mg, 1.37 mmol), Palladium acetate (25.6 mg, 0.136 mmol) in DMF (5 mL) and 1-Naphthylboronic acid, (282 mg, 1.64 mmol) was submitted to microwave irradiation at 100° C. for 10 minutes and as the reaction was not completed at 150° C. for 15 minutes. The resulting mixture was filtered over silica, washed with wat... Reagents/catalysts: [Cl-].C(CCC)[N+](CCCC)(CCCC)CCCC (Tetrabutylammonium chloride), C(C)(=O)[O-].[Pd+2].C(C)(=O)[O-] (Palladium acetate).